Dataset: the Open Reaction Database (ORD), a public repository of structured organic reaction records. Task: describe an organic reaction: reactants, conditions, products, and yield The reactants are CO, CCOC(C)=O, CCO, CCOC(C)=O, O=[N+]([O-])c1ccc2nccc(Cl)c2c1, Cl, Cc1cc(Nc2ccc(C(=O)Nc3ccc(N)cc3)cc2)nc(N)n1, O. Product: Cl, Cl, Cc1cc(Nc2ccc(C(=O)Nc3ccc(Nc4ccnc5ccc([N+](=O)[O-])cc45)cc3)cc2)nc(N)n1. Reaction SMILES: [CH3:41][OH:42].[CH3:43][CH2:44][O:45][C:46]([CH3:47])=[O:48].[CH3:49][CH2:50][OH:51].[CH3:53][CH2:54][O:55][C:56]([CH3:57])=[O:58].[Cl:26][c:27]1[cH:28][cH:29][n:30][c:31]2[cH:32][cH:33][c:34]([N+:37](=[O:38])[O-:39])[cH:35][c:36]12.[ClH:40].[NH2:1][c:2]1[n:3][c:4]([CH3:25])[cH:5][c:6]([NH:8][c:9]2[cH:10][cH:11][c:12]([C:13](=[O:14])[NH:15][c:16]3[cH:17][cH:18][c:19]([NH2:22])[cH:20][cH:21]3)[cH:23][cH:24]2)[n:7]1.[OH2:52]>>[ClH:26].[ClH:40].[NH2:1][c:2]1[n:3][c:4]([CH3:25])[cH:5][c:6]([NH:8][c:9]2[cH:10][cH:11][c:12]([C:13](=[O:14])[NH:15][c:16]3[cH:17][cH:18][c:19]([NH:22][c:27]4[cH:28][cH:29][n:30][c:31]5[cH:32][cH:33][c:34]([N+:37](=[O:38])[O-:39])[cH:35][c:36]45)[cH:20][cH:21]3)[cH:23][cH:24]2)[n:7]1. Starting materials: C(C)(C)(C)OC(=O)N1CC(CCC1)C=O (3-Formyl-piperidine-1-carboxylic acid tert-butyl ester), C(Br)(Br)(Br)Br (CBr4), C1=CC=C(C=C1)P(C2=CC=CC=C2)C3=CC=CC=C3 (PPh3), 9. The solvent is C(Cl)Cl (DCM). Reaction conditions: time 24 hour. Yields the product C(C)(C)(C)OC(=O)N1CC(CCC1)C=C(Br)Br (3-(2,2-Dibromo-vinyl)-piperidine-1-carboxylic acid tert-butyl ester). Yield: 8.7%. RXN SMILES: [C:1]([Br:5])(Br)(Br)[Br:2].C1C=CC(P(C2C=CC=CC=2)C2C=CC=CC=2)=CC=1.[C:25]([O:29][C:30]([N:32]1[CH2:37][CH2:36][CH2:35][CH:34]([CH:38]=O)[CH2:33]1)=[O:31])([CH3:28])([CH3:27])[CH3:26]>C(Cl)Cl>[C:25]([O:29][C:30]([N:32]1[CH2:37][CH2:36][CH2:35][CH:34]([CH:38]=[C:1]([Br:5])[Br:2])[CH2:33]1)=[O:31])([CH3:28])([CH3:26])[CH3:27]. Procedure details: To a mixture of CBr4 (1.63 g, 4.92 mmol) and PPh3 (1.29 g, 4.92 mmol 9 in DCM (25 ml) was added 1 g (4.69 mmol) 3-Formyl-piperidine-1-carboxylic acid tert-butyl ester (commercially available) at room temperature. The reaction mixture was stirred at R.T for 24 h and the solvent was removed. The crude product was purified by flash chromatography (cyclohexane/AcOEt 90/10) to afford 0.15 g (9%) of 3-(2,2-Dibromo-vinyl)-piperidine-1-carboxylic acid tert-butyl ester as a colorless oil. Reactants: CNC, CCOCC12Cc3cnn(-c4ccc(F)cc4)c3C=C1CCN(S(=O)(=O)c1ccc(Cl)nc1)C2. The product is CCOCC12Cc3cnn(-c4ccc(F)cc4)c3C=C1CCN(S(=O)(=O)c1ccc(N(C)C)nc1)C2. As a reaction SMILES: [CH3:35][NH:36][CH3:37].[Cl:1][c:2]1[cH:3][cH:4][c:5]([S:8](=[O:9])(=[O:10])[N:11]2[CH2:12][C:13]3([CH2:31][O:32][CH2:33][CH3:34])[CH2:14][c:15]4[c:16]([n:21](-[c:24]5[cH:25][cH:26][c:27]([F:30])[cH:28][cH:29]5)[n:22][cH:23]4)[CH:17]=[C:18]3[CH2:19][CH2:20]2)[cH:6][n:7]1>>[c:2]1([N:36]([CH3:35])[CH3:37])[cH:3][cH:4][c:5]([S:8](=[O:9])(=[O:10])[N:11]2[CH2:12][C:13]3([CH2:31][O:32][CH2:33][CH3:34])[CH2:14][c:15]4[c:16]([n:21](-[c:24]5[cH:25][cH:26][c:27]([F:30])[cH:28][cH:29]5)[n:22][cH:23]4)[CH:17]=[C:18]3[CH2:19][CH2:20]2)[cH:6][n:7]1. Reactants: BrB(Br)Br, COc1ccc2c(c1)CCC(c1ccccc1)C2c1ccc(C=CC(=O)O)cc1, ClCCl. The product is O=C(O)C=Cc1ccc(C2c3ccc(O)cc3CCC2c2ccccc2)cc1. Reaction SMILES: [B:30]([Br:31])([Br:32])[Br:33].[CH3:1][O:2][c:3]1[cH:4][c:5]2[c:10]([cH:11][cH:12]1)[CH:9]([c:13]1[cH:14][cH:15][c:16]([CH:19]=[CH:20][C:21](=[O:22])[OH:23])[cH:17][cH:18]1)[CH:8]([c:24]1[cH:25][cH:26][cH:27][cH:28][cH:29]1)[CH2:7][CH2:6]2.[Cl:34][CH2:35][Cl:36]>>[OH:2][c:3]1[cH:4][c:5]2[c:10]([cH:11][cH:12]1)[CH:9]([c:13]1[cH:14][cH:15][c:16]([CH:19]=[CH:20][C:21](=[O:22])[OH:23])[cH:17][cH:18]1)[CH:8]([c:24]1[cH:25][cH:26][cH:27][cH:28][cH:29]1)[CH2:7][CH2:6]2.